Dataset: the Open Reaction Database (ORD), a public repository of structured organic reaction records. Task: describe an organic reaction: reactants, conditions, products, and yield Product: COc1cc(OC)c(F)c(N2Cc3cnc(NC4CCC(O)CC4)nc3N(C3CCCC3)C2=O)c1. RXN SMILES: [CH:1]1([N:6]2[C:7](=[O:30])[N:8]([c:19]3[c:20]([F:29])[c:21]([O:27][CH3:28])[cH:22][c:23]([O:25][CH3:26])[cH:24]3)[CH2:9][c:10]3[c:11]2[n:12][c:13]([S:16]([CH3:17])=[O:18])[n:14][cH:15]3)[CH2:2][CH2:3][CH2:4][CH2:5]1.[OH:31][CH:32]1[CH2:33][CH2:34][CH:35]([NH2:38])[CH2:36][CH2:37]1>>[CH:1]1([N:6]2[C:7](=[O:30])[N:8]([c:19]3[c:20]([F:29])[c:21]([O:27][CH3:28])[cH:22][c:23]([O:25][CH3:26])[cH:24]3)[CH2:9][c:10]3[c:11]2[n:12][c:13]([NH:38][CH:35]2[CH2:34][CH2:33][CH:32]([OH:31])[CH2:37][CH2:36]2)[n:14][cH:15]3)[CH2:2][CH2:3][CH2:4][CH2:5]1. Starting materials: COc1cc(OC)c(F)c(N2Cc3cnc(S(C)=O)nc3N(C3CCCC3)C2=O)c1, NC1CCC(O)CC1.